This data is from the Open Reaction Database (ORD), a public repository of structured organic reaction records. The task is: describe an organic reaction: reactants, conditions, products, and yield The reactants are OC1=CC=C(C=C1)CC(=O)CC1=CC=C(C=C1)O (p-hydroxyphenyl-methyl-ketone), C(=O)C1=CC=C(S1)C=1SC=CC1 (5-formyl-2,2'-bithiophene), [OH-].[K+] (KOH). Run in C(C)O (ethanol). Yields the product OC1=CC=C(C=C1)C(C=CC1=CC=C(S1)C=1SC=CC1)=O (5-(3-p-hydroxyphenyl-3-oxo-1-propenyl)-2,2'-bithiophene). Reaction SMILES: [CH:1]([C:3]1[S:7][C:6]([C:8]2[S:9][CH:10]=[CH:11][CH:12]=2)=[CH:5][CH:4]=1)=O.[OH:13][C:14]1[CH:19]=[CH:18][C:17]([CH2:20][C:21](CC2C=CC(O)=CC=2)=O)=[CH:16][CH:15]=1.[OH-:31].[K+]>C(O)C>[OH:13][C:14]1[CH:19]=[CH:18][C:17]([C:20](=[O:31])[CH:21]=[CH:1][C:3]2[S:7][C:6]([C:8]3[S:9][CH:10]=[CH:11][CH:12]=3)=[CH:5][CH:4]=2)=[CH:16][CH:15]=1 |f:2.3|. Procedure details: 1.94 g of 5-formyl-2,2'-bithiophene was dissolved in 15 ml of ethanol. Then 1.36 g of p-hydroxyphenyl-methyl-ketone was added in, followed by adding KOH (1 g dissolved in H2O and ethanol), the color of the mixture turned into orange. Some crude crystals were crystallized and dissolved later. The reaction solution was placed in a refrigerator overnight. The next day, it was decomposed with ice water and 2 ml of acetic acid were added. The crude product was collected and recrystallized from ethano... Reactants: C1(CCCC1)C(=O)C1=CC=C(C=C1)OCC1=NC2=CC=CC=C2C=C1 (4-(Quinolin-2-yl-methoxy)phenyl cyclopentyl ketone), Cl.NO (hydroxylamine hydrochloride). Yields the product C1(CCCC1)C(=NO)C1=CC=C(C=C1)OCC1=NC2=CC=CC=C2C=C1 (4-(Quinolin-2-yl-methoxy)phenyl cyclopentyl ketoxime). Reaction SMILES: [CH:1]1([C:6]([C:8]2[CH:13]=[CH:12][C:11]([O:14][CH2:15][C:16]3[CH:25]=[CH:24][C:23]4[C:18](=[CH:19][CH:20]=[CH:21][CH:22]=4)[N:17]=3)=[CH:10][CH:9]=2)=O)[CH2:5][CH2:4][CH2:3][CH2:2]1.Cl.[NH2:27][OH:28]>>[CH:1]1([C:6]([C:8]2[CH:13]=[CH:12][C:11]([O:14][CH2:15][C:16]3[CH:25]=[CH:24][C:23]4[C:18](=[CH:19][CH:20]=[CH:21][CH:22]=4)[N:17]=3)=[CH:10][CH:9]=2)=[N:27][OH:28])[CH2:5][CH2:4][CH2:3][CH2:2]1 |f:1.2|. Reported procedure: In analogy to the procedure of Example IV, the title compound is prepared from 20 g (60.3 mmol) of the compound from Example VIII and 6.3 g (90.7 mmol) of hydroxylamine hydrochloride. Reactants: C(C)(=O)C=1C(=C(C(=C(C1)Cl)C)C1CN(C1)C(=O)OC(C)(C)C)OC (tert-butyl 3-(3-acetyl-5-chloro-2-methoxy-6-methylphenyl)azetidine-1-carboxylate), [BH4-].[Na+] (sodium tetrahydroborate). Solvent: CO (methanol). Run at time 1 hour. Yields the product ClC=1C(=C(C(=C(C1)C(C)O)OC)C1CN(C1)C(=O)OC(C)(C)C)C (tert-Butyl 3-[3-chloro-5-(1-hydroxyethyl)-6-methoxy-2-methylphenyl]azetidine-1-carboxylate). Isolated yield 98.7%. As a reaction SMILES: [C:1]([C:4]1[C:5]([O:23][CH3:24])=[C:6]([CH:12]2[CH2:15][N:14]([C:16]([O:18][C:19]([CH3:22])([CH3:21])[CH3:20])=[O:17])[CH2:13]2)[C:7]([CH3:11])=[C:8]([Cl:10])[CH:9]=1)(=[O:3])[CH3:2].[BH4-].[Na+]>CO>[Cl:10][C:8]1[C:7]([CH3:11])=[C:6]([CH:12]2[CH2:13][N:14]([C:16]([O:18][C:19]([CH3:22])([CH3:21])[CH3:20])=[O:17])[CH2:15]2)[C:5]([O:23][CH3:24])=[C:4]([CH:1]([OH:3])[CH3:2])[CH:9]=1 |f:1.2|. Reported procedure: To a solution of tert-butyl 3-(3-acetyl-5-chloro-2-methoxy-6-methylphenyl)azetidine-1-carboxylate (1.3 g, 3.7 mmol) in methanol (20 mL) stirring at 0° C. was added sodium tetrahydroborate (0.167 g, 4.41 mmol). The mixture was stirred at 0˜5° C. for 1 hour. The reaction was quenched with water and extracted with EtOAc (3×). The combined extracts were dried over MgSO4, filtered and concentrated to give 1.3 g (100%) of the desired product. LCMS calculated for C18H26ClNO4Na (M+Na)+: m/z=378.2; Found... Starting materials: [NH4+].[Cl-] (NH4Cl), ClC=1C=CC(=NC1)O (5-Chloro-2-pyridinol), COC(=O)C1=NC=C(N=C1)Br (5-Bromo-pyrazine-2-carboxylic acid methyl ester), C(=O)([O-])[O-].[K+].[K+] (K2CO3). The reagents and catalysts are [Cu] (copper). The solvent is C=1(C(=CC=CC1)C)C (Xylene), CCOC(=O)C (EtOAc), O (water). Yields the product COC(=O)C1=NC=C(N=C1)N1C(C=CC(=C1)Cl)=O (5-(5-chloro-2-oxo-2H-pyridin-1-yl)-pyrazine-2-carboxylic acid methyl ester). As a reaction SMILES: [Cl:1][C:2]1[CH:3]=[CH:4][C:5]([OH:8])=[N:6][CH:7]=1.[CH3:9][O:10][C:11]([C:13]1[CH:18]=[N:17][C:16](Br)=[CH:15][N:14]=1)=[O:12].C([O-])([O-])=O.[K+].[K+].[NH4+].[Cl-]>CCOC(C)=O.O.[Cu].C1(C)C(C)=CC=CC=1>[CH3:9][O:10][C:11]([C:13]1[CH:18]=[N:17][C:16]([N:6]2[CH:7]=[C:2]([Cl:1])[CH:3]=[CH:4][C:5]2=[O:8])=[CH:15][N:14]=1)=[O:12] |f:2.3.4,5.6|. Reported procedure: 5-Chloro-2-pyridinol (1.43 g, 11.05 mmol), the bromide from step 1 (2.39 g, 11.05 mmol), copper (0.021 g, 0.33 mmol) and K2CO3 (1.68 g, 12.15 mmol) were heated at 120° C. for 3 hrs. Xylene (2 ml) was added and heating was continued at 1 reflux for 2 hrs. The reaction mixture was cooled, diluted with EtOAc and water and the pH was adjusted to 9 with NH4Cl. The aqueous layer was extracted with EtOAc (2×) and the combined organic extracts were washed with brine, dried (Na2SO4) and evaporated in vac... Reactants: FC1=C(C=CC=C1)NC(NC1=CC=C(C=C1)C1=CC=C2CN(C(C2=C1)=O)[C@H](C(=O)OC)C(C)C)=S ((S)-Methyl 2-(6-(4-(3-(2-fluorophenyl)thioureido)phenyl)-1-oxoisoindolin-2-yl)-3-methylbutanoate), [Li+].[OH-] (LiOH), Cl (HCl). The solvent is C1CCOC1 (THF), CO (MeOH), O (water). Run at time 2.5 hour. Product: FC1=C(C=CC=C1)NC(NC1=CC=C(C=C1)C1=CC=C2CN(C(C2=C1)=O)[C@H](C(=O)O)C(C)C)=S ((S)-2-(6-(4-(3-(2-Fluorophenyl)thioureido)phenyl)-1-oxoisoindolin-2-yl)-3-methylbutanoic acid). Reaction SMILES: [F:1][C:2]1[CH:7]=[CH:6][CH:5]=[CH:4][C:3]=1[NH:8][C:9](=[S:35])[NH:10][C:11]1[CH:16]=[CH:15][C:14]([C:17]2[CH:25]=[C:24]3[C:20]([CH2:21][N:22]([C@@H:27]([CH:32]([CH3:34])[CH3:33])[C:28]([O:30]C)=[O:29])[C:23]3=[O:26])=[CH:19][CH:18]=2)=[CH:13][CH:12]=1.[Li+].[OH-].Cl>C1COCC1.CO.O>[F:1][C:2]1[CH:7]=[CH:6][CH:5]=[CH:4][C:3]=1[NH:8][C:9](=[S:35])[NH:10][C:11]1[CH:16]=[CH:15][C:14]([C:17]2[CH:25]=[C:24]3[C:20]([CH2:21][N:22]([C@@H:27]([CH:32]([CH3:33])[CH3:34])[C:28]([OH:30])=[O:29])[C:23]3=[O:26])=[CH:19][CH:18]=2)=[CH:13][CH:12]=1 |f:1.2|. Procedure: The compound of example 51 (0.224 g, 0.000456 mol) was taken in THF (4 mL) and MeOH (1 mL). To this reaction mixture, 1 N LiOH (0.095 g, 0.0022 mol) was added and the reaction mixture was stirred at room temperature for 2-3 h. After completion of the reaction, the solvent was evaporated and the residue obtained was dissolved in water and acidified with 1 N HCl to obtain the title compound, which was filtered and dried. Reactants: CN1CCC(CC1)=NNC(=O)OC(C)(C)C (tert-butyl 2-(1-methylpiperidin-4-ylidene)hydrazinecarboxylate), CC(C)C[AlH]CC(C)C (DIBAl-H), O (water), CO (Methanol). Solvent: C1CCOC1 (THF). Run at temperature 25 celsius, time 8 hour. Yields the product CN1CCC(CC1)NNC(=O)OC(C)(C)C (tert-butyl 2-(1-methylpiperidin-4-yl)hydrazinecarboxylate). Isolated yield 69.4%. Reaction SMILES: [CH3:1][N:2]1[CH2:7][CH2:6][C:5](=[N:8][NH:9][C:10]([O:12][C:13]([CH3:16])([CH3:15])[CH3:14])=[O:11])[CH2:4][CH2:3]1.CC(C[AlH]CC(C)C)C.CO.O>C1COCC1>[CH3:1][N:2]1[CH2:3][CH2:4][CH:5]([NH:8][NH:9][C:10]([O:12][C:13]([CH3:16])([CH3:15])[CH3:14])=[O:11])[CH2:6][CH2:7]1. Procedure: To a solution of tert-butyl 2-(1-methylpiperidin-4-ylidene)hydrazinecarboxylate (500 mg, 2.20 mmol) in THF (50 mL) was added DIBAl-H (22 mL, 22 mmol) under nitrogen atmosphere. The resulting mixture was stirred at 25° C. overnight. Methanol (5 mL) was added to quench the reaction at −78° C. After being stirred at room temperature for 1 h, water (10 mL) was added. The solid was filtered off and washed with EtOAc. The combined filtrate was partitioned and extracted with EtOAc (3×50 mL), dried over... Starting materials: Clc1ccc(C#CBr)cc1, Cc1ccccc1, CC1c2[nH]c3ccc(Cl)cc3c2CCN1C, [K+], [K+], [K+], O=P([O-])([O-])[O-], c1cnc2c(c1)ccc1cccnc12. Yields the product CC1c2c(c3cc(Cl)ccc3n2C#Cc2ccc(Cl)cc2)CCN1C. As a reaction SMILES: [Br:39][C:40]#[C:41][c:42]1[cH:43][cH:44][c:45]([Cl:48])[cH:46][cH:47]1.[CH3:49][c:50]1[cH:51][cH:52][cH:53][cH:54][cH:55]1.[Cl:1][c:2]1[cH:3][c:4]2[c:5]3[c:6]([nH:7][c:8]2[cH:9][cH:10]1)[CH:11]([CH3:16])[N:12]([CH3:15])[CH2:13][CH2:14]3.[K+:36].[K+:37].[K+:38].[P:31]([O-:32])([O-:33])([O-:34])=[O:35].[cH:17]1[cH:18][c:19]2[cH:20][cH:21][c:22]3[c:23]([c:24]2[n:25][cH:26]1)[n:27][cH:28][cH:29][cH:30]3>>[Cl:1][c:2]1[cH:3][c:4]2[c:5]3[c:6]([n:7]([C:40]#[C:41][c:42]4[cH:43][cH:44][c:45]([Cl:48])[cH:46][cH:47]4)[c:8]2[cH:9][cH:10]1)[CH:11]([CH3:16])[N:12]([CH3:15])[CH2:13][CH2:14]3.